From a dataset of the Open Reaction Database (ORD), a public repository of structured organic reaction records. describe an organic reaction: reactants, conditions, products, and yield The reactants are [I-].OC[P+](CO)(CO)CO (tetrakis(hydroxymethyl)phosphonium iodide), CNC(=O)NC (1,3-dimethylurea). The solvent is C1(=CC=CC=C1)C (toluene). Product: [I-].CN(C(=O)NC)C[P+](CN(C(=O)NC)C)(CN(C(=O)NC)C)CN(C(=O)NC)C (tetrakis(1,3-dimethylureidomethyl)phosphonium iodide). The yield is 97.1%. As a reaction SMILES: [I-:1].O[CH2:3][P+:4]([CH2:9]O)([CH2:7]O)[CH2:5]O.[CH3:11][NH:12][C:13]([NH:15][CH3:16])=[O:14]>C1(C)C=CC=CC=1>[I-:1].[CH3:11][N:12]([CH2:9][P+:4]([CH2:3][N:12]([CH3:11])[C:13]([NH:15][CH3:16])=[O:14])([CH2:5][N:12]([CH3:11])[C:13]([NH:15][CH3:16])=[O:14])[CH2:7][N:12]([CH3:11])[C:13]([NH:15][CH3:16])=[O:14])[C:13]([NH:15][CH3:16])=[O:14] |f:0.1,4.5|. Procedure: Reaction of tetrakis(hydroxymethyl)phosphonium iodide (7.05 g, 0.025 mol) with 1,3-dimethylurea (8.81 g, 0.1 mol) in toluene (25 ml), following Example 1, gave 13.65 g (97.1%) of tetrakis(1,3-dimethylureidomethyl)phosphonium iodide (I, R=R'=CH3, R"=H, X=I) as a white, crystalline solid, mp 194° C. dec after two recrystallizations from ethanol (10 ml/g). The product suffered no weight loss when dried under vacuum for 2 hr at 100° C. Reactants: C1(CC1)C=1C=C(C=CC1)C1OC(C(O1)(C)C)(C)C (2-(3-Cyclopropyl-phenyl)-4,4,5,5-tetramethyl-[1,3]dioxolane), FC=1C=C(C=C(C1NS(=O)(=O)C)F)C(C)NC(=O)C=1OC(=CC1)Br (5-bromo-furan-2-carboxylic acid [1-(3,5-difluoro-4-methanesulfonylamino-phenyl)-ethyl]-amide), C(=O)([O-])[O-].[Cs+].[Cs+] (Cs2CO3). Reagents/catalysts: Cl[Pd]([P](C1=CC=CC=C1)(C2=CC=CC=C2)C3=CC=CC=C3)([P](C4=CC=CC=C4)(C5=CC=CC=C5)C6=CC=CC=C6)Cl (Pd(PPh3)2Cl2). The product is FC=1C=C(C=C(C1NS(=O)(=O)C)F)C(C)NC(=O)C=1OC(=CC1)C1=CC(=CC=C1)C1CC1 (5-(3-Cyclopropyl-phenyl)-furan-2-carboxylic acid [1-(3,5-difluoro-4-methanesulfonylamino-phenyl)-ethyl]-amide). The yield is 45.1%. RXN SMILES: [CH:1]1([C:4]2[CH:5]=[C:6](C3OC(C)(C)C(C)(C)O3)[CH:7]=[CH:8][CH:9]=2)[CH2:3][CH2:2]1.[F:19][C:20]1[CH:21]=[C:22]([CH:32]([NH:34][C:35]([C:37]2[O:38][C:39](Br)=[CH:40][CH:41]=2)=[O:36])[CH3:33])[CH:23]=[C:24]([F:31])[C:25]=1[NH:26][S:27]([CH3:30])(=[O:29])=[O:28].C([O-])([O-])=O.[Cs+].[Cs+]>Cl[Pd](Cl)([P](C1C=CC=CC=1)(C1C=CC=CC=1)C1C=CC=CC=1)[P](C1C=CC=CC=1)(C1C=CC=CC=1)C1C=CC=CC=1>[F:19][C:20]1[CH:21]=[C:22]([CH:32]([NH:34][C:35]([C:37]2[O:38][C:39]([C:8]3[CH:7]=[CH:6][CH:5]=[C:4]([CH:1]4[CH2:3][CH2:2]4)[CH:9]=3)=[CH:40][CH:41]=2)=[O:36])[CH3:33])[CH:23]=[C:24]([F:31])[C:25]=1[NH:26][S:27]([CH3:30])(=[O:29])=[O:28] |f:2.3.4,^1:51,70|. Reported procedure: 2-(3-Cyclopropyl-phenyl)-4,4,5,5-tetramethyl-[1,3]dioxolane (126 mg, 0.52 mmol) and 5-bromo-furan-2-carboxylic acid [1-(3,5-difluoro-4-methanesulfonylamino-phenyl)-ethyl]-amide (110 mg, 0.26 mmol) was reacted using Pd(PPh3)2Cl2 (14 mg, 0.02 mmol), Cs2CO3 (254 mg, 0.78 mmol) as described above to give the title compound (54 mg, 56%) after purification by recrystallization from n-Hex/EtOAc. The reactants are C(C)(C)(C)OC(=O)N1CCC(C(CC1)=O)C (racemic 4-methyl-5-oxo-azepane-1-carboxylic acid tert-butyl ester), C(C1=CC=CC=C1)N (benzylamine). Product: C(C)(C)(C)OC(=O)N1CCC(C(CC1)C)NCC1=CC=CC=C1 (Racemic 4-benzylamino-5-methyl-azepane-1-carboxylic acid tert-butyl ester). As a reaction SMILES: [C:1]([O:5][C:6]([N:8]1[CH2:14][CH2:13][C:12](=O)[CH:11]([CH3:16])[CH2:10][CH2:9]1)=[O:7])([CH3:4])([CH3:3])[CH3:2].[CH2:17]([NH2:24])[C:18]1[CH:23]=[CH:22][CH:21]=[CH:20][CH:19]=1>>[C:1]([O:5][C:6]([N:8]1[CH2:9][CH2:10][CH:11]([CH3:16])[CH:12]([NH:24][CH2:17][C:18]2[CH:23]=[CH:22][CH:21]=[CH:20][CH:19]=2)[CH2:13][CH2:14]1)=[O:7])([CH3:4])([CH3:3])[CH3:2]. Procedure: Racemic 4-benzylamino-5-methyl-azepane-1-carboxylic acid tert-butyl ester was prepared in the same manner from racemic 4-methyl-5-oxo-azepane-1-carboxylic acid tert-butyl ester. In this instance, benzylamine was used instead of (R)-1-phenylethylamine. Reactants: ClCCl, CC(C)=O, Oc1ccc(F)cc1O. Product: CC1(C)Oc2ccc(F)cc2O1. As a reaction SMILES: [CH2:14]([Cl:15])[Cl:16].[CH3:10][C:11]([CH3:12])=[O:13].[OH:1][c:2]1[c:3]([OH:9])[cH:4][c:5]([F:8])[cH:6][cH:7]1>>[O:1]1[c:2]2[c:3]([cH:4][c:5]([F:8])[cH:6][cH:7]2)[O:9][C:11]1([CH3:10])[CH3:12]. Starting materials: C1(=CC=CC=C1)C1(CCCC1)CN ((1-phenycyclopentyl)methylamine), CC1(OC2=C(C1)C=CC(=C2N=C=O)C)C (2,2,6-trimethyl-2,3-dihydrobenzofuran-7-yl isocyanate). The solvent is C(C)(=O)OCC (ethyl acetate). Reaction conditions: time 15 hour. The product is C1(=CC=CC=C1)C1(CCCC1)CNC(=O)NC1=C(C=CC=2CC(OC21)(C)C)C ((1-phenylcyclopentyl)methyl-3-(2,2,6-trimethyl-2,3-dihydrobenzofuran-7-yl)urea). Reaction SMILES: [C:1]1([C:7]2([CH2:12][NH2:13])[CH2:11][CH2:10][CH2:9][CH2:8]2)[CH:6]=[CH:5][CH:4]=[CH:3][CH:2]=1.[CH3:14][C:15]1([CH3:28])[CH2:19][C:18]2[CH:20]=[CH:21][C:22]([CH3:27])=[C:23]([N:24]=[C:25]=[O:26])[C:17]=2[O:16]1>C(OCC)(=O)C>[C:1]1([C:7]2([CH2:12][NH:13][C:25]([NH:24][C:23]3[C:17]4[O:16][C:15]([CH3:14])([CH3:28])[CH2:19][C:18]=4[CH:20]=[CH:21][C:22]=3[CH3:27])=[O:26])[CH2:11][CH2:10][CH2:9][CH2:8]2)[CH:6]=[CH:5][CH:4]=[CH:3][CH:2]=1. Procedure: A 60 mg amount of (1-phenycyclopentyl)methylamine was added to a solution of 70 mg of 2,2,6-trimethyl-2,3-dihydrobenzofuran-7-yl isocyanate in 2 ml of ethyl acetate, and the mixture was stirred at room temperature for 15 hrs. The solvent was removed by evaporation under reduced pressure, and the residue was subjected to recrystallization to provide 65 mg of the intended title compound.